describe an organic reaction: reactants, conditions, products, and yield From a dataset of the Open Reaction Database (ORD), a public repository of structured organic reaction records. The product is FC1=C(C(=C(C(=C1C(C1=C(C(=C(C(=C1F)F)F)F)F)(O)C(O)(C1=CC=CC=C1)C1=CC=CC=C1)F)F)F)F (decafluorobenzopinacol). Procedure: Pentafluorobenzophenone (10.4 g) was dissolved in 250 ml of benzene/isopropanol (3.5:1). The solution was purged with nitrogen and irradiated for 6 hours with a Hanovia 450-watt Hg-arc lamp. The solvent was removed using a vacuum evaporator at a temperature less than 40° C. The crystallized product was washed twice with 25 ml of n-pentane. The slurry was centrifuged and n-pentane was decanted. The product was spread on a watch glass and air dried. Recovery of 2,3,4,5,6,2',3',4',5',6'-decafluorob... As a reaction SMILES: [F:1][C:2]1[C:7]([C:8]([C:10]2[CH:15]=[CH:14][CH:13]=[CH:12][CH:11]=2)=[O:9])=[C:6]([F:16])[C:5]([F:17])=[C:4]([F:18])[C:3]=1[F:19]>C1C=CC=CC=1.C(O)(C)C>[F:1][C:2]1[C:7]([C:8]([C:8]([C:7]2[CH:2]=[CH:3][CH:4]=[CH:5][CH:6]=2)([C:10]2[CH:15]=[CH:14][CH:13]=[CH:12][CH:11]=2)[OH:9])([OH:9])[C:10]2[C:15]([F:1])=[C:14]([F:16])[C:13]([F:17])=[C:12]([F:18])[C:11]=2[F:19])=[C:6]([F:16])[C:5]([F:17])=[C:4]([F:18])[C:3]=1[F:19] |f:1.2|. The reactants are FC1=C(C(=C(C(=C1C(=O)C1=CC=CC=C1)F)F)F)F (Pentafluorobenzophenone). Solvent: C1=CC=CC=C1.C(C)(C)O (benzene isopropanol). The reactants are CCO, Clc1ccnc2ccsc12, Cl, [Na], O, O, O, S. Yields the product Sc1ccnc2ccsc12. As a reaction SMILES: [CH3:16][CH2:17][OH:18].[Cl:1][c:2]1[c:3]2[c:4]([n:5][cH:6][cH:7]1)[cH:8][cH:9][s:10]2.[ClH:15].[Na:14].[OH2:11].[OH2:12].[OH2:19].[SH2:13]>>[c:2]1([SH:13])[c:3]2[c:4]([n:5][cH:6][cH:7]1)[cH:8][cH:9][s:10]2. Starting materials: O (water), CC1=NN=C(S1)S (5-Methyl-1,3,4-thiadiazole-2-thiol), C([O-])(O)=O.[Na+] (sodium bicarbonate), BrCC1(S[C@H]2N(C1C(=O)OCC(Cl)(Cl)Cl)C(C2NC(CC2=CC=CC=C2)=O)=O)C (2,2,2-trichloroethyl 2-bromomethyl-2-methyl-6-(2-phenylacetamido)-penam-3-carboxylate). Solvent: C(=O)N (formamide). Run at time 5 hour. The product is CC1=NN=C(S1)SCC1(S[C@H]2N(C1C(=O)OCC(Cl)(Cl)Cl)C(C2NC(CC2=CC=CC=C2)=O)=O)C (2,2,2-trichloroethyl 2-(5-methyl-1,3,4-thiadiazol-2-yl)thiomethyl-2-methyl-6-(2-phenylacetamido)penam-3-carboxylate). The yield is 33.8%. Reaction SMILES: [CH3:1][C:2]1[S:6][C:5]([SH:7])=[N:4][N:3]=1.C(=O)(O)[O-].[Na+].Br[CH2:14][C:15]1([CH3:41])[CH:19]([C:20]([O:22][CH2:23][C:24]([Cl:27])([Cl:26])[Cl:25])=[O:21])[N:18]2[C:28](=[O:40])[CH:29]([NH:30][C:31](=[O:39])[CH2:32][C:33]3[CH:38]=[CH:37][CH:36]=[CH:35][CH:34]=3)[C@H:17]2[S:16]1.O>C(N)=O>[CH3:1][C:2]1[S:6][C:5]([S:7][CH2:14][C:15]2([CH3:41])[CH:19]([C:20]([O:22][CH2:23][C:24]([Cl:25])([Cl:26])[Cl:27])=[O:21])[N:18]3[C:28](=[O:40])[CH:29]([NH:30][C:31](=[O:39])[CH2:32][C:33]4[CH:38]=[CH:37][CH:36]=[CH:35][CH:34]=4)[C@H:17]3[S:16]2)=[N:4][N:3]=1 |f:1.2|. Procedure details: 5-Methyl-1,3,4-thiadiazole-2-thiol (0.20 g) and sodium bicarbonate (0.85 g) were dissolved in formamide (7 ml). To this solution was added 2,2,2-trichloroethyl 2-bromomethyl-2-methyl-6-(2-phenylacetamido)-penam-3-carboxylate (0.54 g), and the mixture was stirred for 5 hours at room temperature. To the reaction mixture was added water, and the mixture was extracted with ethyl acetate. The ethyl acetate layer was washed with a saturated sodium bicarbonate aqueous solution and then with water and t...